Task: describe an organic reaction: reactants, conditions, products, and yield. Dataset: the Open Reaction Database (ORD), a public repository of structured organic reaction records The reactants are CC(NC(=O)OC(C)(C)C)C(=O)O, O=C(OCc1ccccc1)C1CCCN1, CCOC(C)=O, Cl, C1CCOC1, On1nnc2ccccc21. Yields the product CC(NC(=O)OC(C)(C)C)C(=O)N1CCCC1C(=O)OCc1ccccc1. As a reaction SMILES: [C:1]([CH3:2])([CH3:3])([CH3:4])[O:5][C:6](=[O:7])[NH:8][CH:9]([CH3:10])[C:11](=[O:12])[OH:13].[CH2:15]([c:16]1[cH:17][cH:18][cH:19][cH:20][cH:21]1)[O:22][C:23]([CH:24]1[NH:25][CH2:26][CH2:27][CH2:28]1)=[O:29].[CH3:45][CH2:46][O:47][C:48](=[O:49])[CH3:50].[ClH:14].[O:40]1[CH2:41][CH2:42][CH2:43][CH2:44]1.[OH:30][n:31]1[c:32]2[cH:33][cH:34][cH:35][cH:36][c:37]2[n:38][n:39]1>>[C:1]([CH3:2])([CH3:3])([CH3:4])[O:5][C:6](=[O:7])[NH:8][CH:9]([CH3:10])[C:11](=[O:13])[N:25]1[CH:24]([C:23]([O:22][CH2:15][c:16]2[cH:17][cH:18][cH:19][cH:20][cH:21]2)=[O:29])[CH2:28][CH2:27][CH2:26]1. Starting materials: C(C)OC(C(N1C=NC(=C1)NC(C(CC)(C1=CC=CC=C1)C1=CC=CC=C1)=O)CCCCCC)=O (α-hexyl-4-[(1-oxo-2,2-diphenylbutyl)amino]-1H-imidazole-1-acetic acid ethyl ester), [OH-].[Na+] (sodium hydroxide). The solvent is CO (methanol). Run at time 1 hour. Product: C(CCCCC)C(C(=O)O)N1C=NC(=C1)NC(C(CC)(C1=CC=CC=C1)C1=CC=CC=C1)=O (α-Hexyl-4-[(1-oxo-2,2-diphenylbutyl)amino]-1H-imidazole-1-acetic acid). Yield: 42.5%. Reaction SMILES: C([O:3][C:4](=[O:35])[CH:5]([CH2:29][CH2:30][CH2:31][CH2:32][CH2:33][CH3:34])[N:6]1[CH:10]=[C:9]([NH:11][C:12](=[O:28])[C:13]([C:22]2[CH:27]=[CH:26][CH:25]=[CH:24][CH:23]=2)([C:16]2[CH:21]=[CH:20][CH:19]=[CH:18][CH:17]=2)[CH2:14][CH3:15])[N:8]=[CH:7]1)C.[OH-].[Na+]>CO>[CH2:29]([CH:5]([N:6]1[CH:10]=[C:9]([NH:11][C:12](=[O:28])[C:13]([C:22]2[CH:23]=[CH:24][CH:25]=[CH:26][CH:27]=2)([C:16]2[CH:17]=[CH:18][CH:19]=[CH:20][CH:21]=2)[CH2:14][CH3:15])[N:8]=[CH:7]1)[C:4]([OH:35])=[O:3])[CH2:30][CH2:31][CH2:32][CH2:33][CH3:34] |f:1.2|. Reported procedure: A mixture of 6 g of α-hexyl-4-[(1-oxo-2,2-diphenylbutyl)amino]-1H-imidazole-1-acetic acid ethyl ester, 50 ml of 1N sodium hydroxide, and 100 ml of methanol were stirred at room temperature for 1 hour. The mixture was concentrated in vacuo, taken up in water, and the pH adjusted to 4.0. The aqueous solution was extracted with ethyl acetate. The organic extract was washed twice with water, dried over sodium sulfate, and concentrated in vacuo. The residue was dissolved in methylene chloride, filter... Reactants: BrC1=CC=C2C(=CNC2=C1)C(C(=O)OC)C1=CC2=C(OCO2)C=C1Cl (Methyl 2-(6-bromo-1H-3-indolyl)-2-(6-chloro-1,3-benzodioxol-5-yl)acetate), C(C)(C)OC(C)C (diisopropyl ether). Product: BrC1=CC=C2C(=CN(C2=C1)C)C(C(=O)OC)C1=CC2=C(OCO2)C=C1Cl (Methyl 2-(6-bromo-1-methyl-1H-3-indolyl)-2-(6-chloro-1,3-benzodioxol-5-yl)acetate). RXN SMILES: [Br:1][C:2]1[CH:10]=[C:9]2[C:5]([C:6]([CH:11]([C:16]3[C:24]([Cl:25])=[CH:23][C:19]4[O:20][CH2:21][O:22][C:18]=4[CH:17]=3)[C:12]([O:14][CH3:15])=[O:13])=[CH:7][NH:8]2)=[CH:4][CH:3]=1.[CH:26](OC(C)C)(C)C>>[Br:1][C:2]1[CH:10]=[C:9]2[C:5]([C:6]([CH:11]([C:16]3[C:24]([Cl:25])=[CH:23][C:19]4[O:20][CH2:21][O:22][C:18]=4[CH:17]=3)[C:12]([O:14][CH3:15])=[O:13])=[CH:7][N:8]2[CH3:26])=[CH:4][CH:3]=1. Reported procedure: The subtitle compound was prepared following the procedure of Example 92(d), using methyl 2-(6-bromo-1H-3-indolyl)-2-(6-chloro-1,3-benzodioxol-5-yl)acetate from step (c), m.p. 183-185° C., from diisopropyl ether. The reactants are P(O)(O)(O)=O (phosphoric acid), solution, C(C)(=O)OCC1=C(N2C(C(C2SC1)NC(CC=1SC(SC1)=O)=O)=O)C(=O)O (3-acetoxymethyl-2-carboxy-8-oxo-7-[(1,3-dithiol-2-on-4-yl)-acetamido]-5-thia-1-aza-bicyclo[4.2.0]-oct-2-ene), C([O-])(O)=O.[Na+] (sodium bicarbonate), [S-]C#N.[K+] (potassium thiocyanate). The solvent is O (water), C(C(C)C)C(=O)C (methyl isobutyl ketone), O (Water), N1=CC=CC=C1 (pyridine), O (water). Run at temperature 60 celsius. Product: C(=O)([O-])C=1N2C(C(C2SCC1C[N+]1=CC=CC=C1)NC(CC=1SC(SC1)=O)=O)=O (2-carboxylato-8-oxo-7-[(1,3-dithiol-2-on-4-yl)-acetamido]-3-(1-pyridinio-methyl)-5-thia-1-aza-bicyclo[4.2.0]oct-2-ene). Isolated yield 101.9%. Reaction SMILES: C(O[CH2:5][C:6]1[CH2:13][S:12][CH:11]2[N:8]([C:9](=[O:24])[CH:10]2[NH:14][C:15](=[O:23])[CH2:16][C:17]2[S:18][C:19](=[O:22])[S:20][CH:21]=2)[C:7]=1[C:25]([OH:27])=[O:26])(=O)C.C(=O)(O)[O-].[Na+].[S-][C:34]#[N:35].[K+].P(=O)(O)(O)O>O.C(C(C)=O)C(C)C.N1C=CC=CC=1>[C:25]([C:7]1[N:8]2[CH:11]([S:12][CH2:13][C:6]=1[CH2:5][N+:35]1[CH:34]=[CH:25][CH:7]=[CH:6][CH:5]=1)[CH:10]([NH:14][C:15](=[O:23])[CH2:16][C:17]1[S:18][C:19](=[O:22])[S:20][CH:21]=1)[C:9]2=[O:24])([O-:27])=[O:26] |f:1.2,3.4|. Procedure: Water (50 cc.) and pyridine (8.3 cc.) are added to 3-acetoxymethyl-2-carboxy-8-oxo-7-[(1,3-dithiol-2-on-4-yl)-acetamido]-5-thia-1-aza-bicyclo[4.2.0]-oct-2-ene (22 g.), sodium bicarbonate (4.35 g.) and potassium thiocyanate (99.5 g.). After stirring, a syrupy homogeneous medium is obtained, the pH of which is adjusted to 6.5 by adding concentrated phosphoric acid. The mixture is heated to 60° C. for 5 hours. After cooling, it is diluted with distilled water (350 cc.) and washed three times with c... The reactants are CC[O-], CC[O-], CC[O-], CC[O-], COc1c(C(C)CC(O)(C=O)C(F)(F)F)ccc(Cl)c1F, Cc1ncc2c(N)cc(F)cc2n1, [Ti+4]. The product is COc1c(C(C)CC(O)(C=Nc2cc(F)cc3nc(C)ncc23)C(F)(F)F)ccc(Cl)c1F. RXN SMILES: [CH3:35][CH2:36][O-:37].[CH3:38][CH2:39][O-:40].[CH3:41][CH2:42][O-:43].[CH3:44][CH2:45][O-:46].[Cl:1][c:2]1[c:3]([F:21])[c:4]([O:19][CH3:20])[c:5]([CH:8]([CH2:9][C:10]([CH:11]=[O:12])([C:13]([F:14])([F:15])[F:16])[OH:17])[CH3:18])[cH:6][cH:7]1.[NH2:22][c:23]1[c:24]2[cH:25][n:26][c:27]([CH3:34])[n:28][c:29]2[cH:30][c:31]([F:33])[cH:32]1.[Ti+4:47]>>[Cl:1][c:2]1[c:3]([F:21])[c:4]([O:19][CH3:20])[c:5]([CH:8]([CH2:9][C:10]([CH:11]=[N:22][c:23]2[c:24]3[cH:25][n:26][c:27]([CH3:34])[n:28][c:29]3[cH:30][c:31]([F:33])[cH:32]2)([C:13]([F:14])([F:15])[F:16])[OH:17])[CH3:18])[cH:6][cH:7]1. The reactants are ClCCCN1C(CCC2=CC(=CC=C12)C)=O (1-(3-Chloropropyl)-6-methyl-3,4-dihydro-1H-quinolin-2-one), C(CCC)C1CCNCC1 (4-butylpiperidine), C(=O)([O-])[O-].[K+].[K+] (K2CO3). Solvent: CC#N (MeCN). Run at time 20 hour. Product: C(CCC)C1CCN(CC1)CCCN1C(CCC2=CC(=CC=C12)C)=O (1-[3-(4-Butylpiperidin-1-yl)propyl]-6-methyl-3,4-dihydro-1H-quinolin-2-one). Isolated yield 47.7%. Reaction SMILES: Cl[CH2:2][CH2:3][CH2:4][N:5]1[C:14]2[C:9](=[CH:10][C:11]([CH3:15])=[CH:12][CH:13]=2)[CH2:8][CH2:7][C:6]1=[O:16].[CH2:17]([CH:21]1[CH2:26][CH2:25][NH:24][CH2:23][CH2:22]1)[CH2:18][CH2:19][CH3:20].C([O-])([O-])=O.[K+].[K+]>CC#N>[CH2:17]([CH:21]1[CH2:26][CH2:25][N:24]([CH2:2][CH2:3][CH2:4][N:5]2[C:14]3[C:9](=[CH:10][C:11]([CH3:15])=[CH:12][CH:13]=3)[CH2:8][CH2:7][C:6]2=[O:16])[CH2:23][CH2:22]1)[CH2:18][CH2:19][CH3:20] |f:2.3.4|. Procedure: A 4 mL vial was charged with crude 1-(3-chloropropyl)-6-methyl-3,4-dihydro-1H-quinolin-2-one (107LH14) (0.128 g), 4-butylpiperidine (0.076 g, 0.54 mmol), KI (0.166 g, 1.00 mmol), and K2CO3 (0.138 g, 1.00 mmol) in MeCN (2 mL) and shaken at 50° for 20 h. The reaction mixture was quenched with water, and the product extracted into EtOAc. The combined organic layers were dried over Na2SO4, filtered, and concentrated. The product was purified by flash CC (SiO2; EtOAc, MeOH/EtOAc 1:4) to give the titl... Yield: 80.3%. Conditions: temperature 50 celsius, time 16 hour. Product: ClC=1N=CN(C1)C1=C(C=C(C=C1F)[N+](=O)[O-])F (4-chloro-1-(2,6-difluoro-4-nitrophenyl)-1H-imidazole). Procedure details: Step J (1): A mixture of 4-chloro-1H-imidazole (1.18 g, 11.5 mmol), 1,2,3-trifluoro-5-nitrobenzene (1.7 g, 9.60 mmol) and potassium carbonate (1.86 g, 13.4 mmol) in DMF (10 mL) was heated at 50° C. for 2 h. The reaction mixture was allowed to cool to rt and was stirred for 16 h. The reaction mixture was diluted with EtOAc (200 mL) and washed with water and brine. The organic layer was dried (Na2SO4), filtered, and concentrated in vacuo. The residue was purified using silica gel column chromatogr... RXN SMILES: [Cl:1][C:2]1[N:3]=[CH:4][NH:5][CH:6]=1.[F:7][C:8]1[CH:13]=[C:12]([N+:14]([O-:16])=[O:15])[CH:11]=[C:10]([F:17])[C:9]=1F.C(=O)([O-])[O-].[K+].[K+]>CN(C=O)C.CCOC(C)=O>[Cl:1][C:2]1[N:3]=[CH:4][N:5]([C:9]2[C:10]([F:17])=[CH:11][C:12]([N+:14]([O-:16])=[O:15])=[CH:13][C:8]=2[F:7])[CH:6]=1 |f:2.3.4|. Run in CN(C)C=O (DMF), CCOC(=O)C (EtOAc). Reactants: ( 1 ), ClC=1N=CNC1 (4-chloro-1H-imidazole), FC1=C(C(=CC(=C1)[N+](=O)[O-])F)F (1,2,3-trifluoro-5-nitrobenzene), C([O-])([O-])=O.[K+].[K+] (potassium carbonate). Starting materials: CC1=NOC(=C1C=1C=C(C2=C(N(C(=N2)OCC)C(=O)OC(C)(C)C)C1)C=O)C (tert-butyl 6-(3,5-dimethylisoxazol-4-yl)-2-ethoxy-4-formyl-1H-benzo[d]imidazole-1-carboxylate), C(=O)(OC(C)(C)C)N1CCCC1 (N-Boc-pyrrolidine), CN(C)CCN(C)C (TMEDA), N[C@@H](C[SeH])C(=O)O.[Li]CCCC (Sec BuLi). Run in CC1CCCO1 (MeTHF), CC1CCCO1 (MeTHF). Reaction conditions: temperature -78 celsius, time 40 minute. Product: CC1=NOC(=C1C=1C=C(C2=C(NC(=N2)OCC)C1)C(C1N(CCC1)C(=O)OC(C)(C)C)O)C (tert-butyl 2-((6-(3,5-dimethylisoxazol-4-yl)-2-ethoxy-1H-benzo[d]imidazol-4-yl)(hydroxy)methyl)pyrrolidine-1-carboxylate). Isolated yield 29.8%. RXN SMILES: [C:1]([N:8]1[CH2:12][CH2:11][CH2:10][CH2:9]1)([O:3][C:4]([CH3:7])([CH3:6])[CH3:5])=[O:2].CN(CCN(C)C)C.N[C@H](C(O)=O)C[SeH].[Li]CCCC.[CH3:33][C:34]1[C:38]([C:39]2[CH:40]=[C:41]([CH:58]=[O:59])[C:42]3[N:46]=[C:45]([O:47][CH2:48][CH3:49])[N:44](C(OC(C)(C)C)=O)[C:43]=3[CH:57]=2)=[C:37]([CH3:60])[O:36][N:35]=1>CC1OCCC1>[CH3:33][C:34]1[C:38]([C:39]2[CH:40]=[C:41]([CH:58]([OH:59])[CH:12]3[CH2:11][CH2:10][CH2:9][N:8]3[C:1]([O:3][C:4]([CH3:7])([CH3:6])[CH3:5])=[O:2])[C:42]3[N:46]=[C:45]([O:47][CH2:48][CH3:49])[NH:44][C:43]=3[CH:57]=2)=[C:37]([CH3:60])[O:36][N:35]=1 |f:2.3|. Procedure: N-Boc-pyrrolidine (150 mg, 0.39 mmol) and TMEDA (0.2 mL, 158 mg, 1.36 mmol) was dissolved in dry MeTHF (2.6 mL) under Ar and cooled to −78° C. Sec-BuLi (1.4M, 0.97 mL, 1.36 mmol) was added dropwise and the reaction was allowed to stir at −78° C. for 40 mins. tert-butyl 6-(3,5-dimethylisoxazol-4-yl)-2-ethoxy-4-formyl-1H-benzo[d]imidazole-1-carboxylate (150 mg, 0.39 mmol) was dissolved in MeTHF (0.5 mL) and added dropwise via syringe to the reaction and allowed to stir at −78° C. for 10 minutes. T... Reaction conditions: temperature 100 celsius, time 17 hour. As a reaction SMILES: [F:1][C:2]([F:15])([F:14])[C:3]([NH:5][C:6]1[CH:11]=[CH:10][C:9]([F:12])=[C:8]([CH3:13])[CH:7]=1)=O.C1(P(C2C=CC=CC=2)C2C=CC=CC=2)C=CC=CC=1.CCCCCC.[N-:41]=[N+:42]=[N-:43].[Na+]>ClC(Cl)(Cl)Cl.C(O)(=O)C>[F:12][C:9]1[CH:10]=[CH:11][C:6]([N:5]2[C:3]([C:2]([F:15])([F:14])[F:1])=[N:43][N:42]=[N:41]2)=[CH:7][C:8]=1[CH3:13] |f:3.4|. Isolated yield 95.5%. Solvent: ClC(Cl)(Cl)Cl (tetrachloromethane), C(C)(=O)O (acetic acid). Reported procedure: A mixture of 2,2,2-trifluoro-N-(4-fluoro-3-methylphenyl)acetamide (14.3 g) and triphenylphosphine (19.5 g) in tetrachloromethane (140 ml) was stirred for 17 hours at 100° C. An additional triphenylphosphine (5 g) was added to the mixture and the whole was stirred for 5 hours and finally triphenylphosphine (5 g) was added to the mixture, and the whole was stirred further for 15 hours at 100° C. After being cooled to room temperature hexane was added to the reaction mixture and the whole was stirr... Yields the product FC1=C(C=C(C=C1)N1N=NN=C1C(F)(F)F)C (1-(4-fluoro-3-methylphenyl)-5-(trifluoromethyl)-1H-tetrazole). Starting materials: CCCCCC (hexane), C1(=CC=CC=C1)P(C1=CC=CC=C1)C1=CC=CC=C1 (triphenylphosphine), ice water, FC(C(=O)NC1=CC(=C(C=C1)F)C)(F)F (2,2,2-trifluoro-N-(4-fluoro-3-methylphenyl)acetamide), C1(=CC=CC=C1)P(C1=CC=CC=C1)C1=CC=CC=C1 (triphenylphosphine), C1(=CC=CC=C1)P(C1=CC=CC=C1)C1=CC=CC=C1 (triphenylphosphine), [N-]=[N+]=[N-].[Na+] (sodium azide).